This data is from the Open Reaction Database (ORD), a public repository of structured organic reaction records. The task is: describe an organic reaction: reactants, conditions, products, and yield Reactants: Br (hydrobromic acid), C1(=CC=CC=C1)C1=CC=C(C=N1)CCNC(OCC1=CC=CC=C1)=O (phenylmethyl 2-(6-phenylpyrid-3-yl)ethylcarbamate). The solvent is C(C)(=O)O (acetic acid), ClCCl (dichloromethane). Conditions: time 2 hour. The product is C1(=CC=CC=C1)C1=CC=C(C=N1)CCN (2-(6-phenylpyrid-3-yl)ethanamine). As a reaction SMILES: Br.[C:2]1([C:8]2[N:13]=[CH:12][C:11]([CH2:14][CH2:15][NH:16]C(=O)OCC3C=CC=CC=3)=[CH:10][CH:9]=2)[CH:7]=[CH:6][CH:5]=[CH:4][CH:3]=1>C(O)(=O)C.ClCCl>[C:2]1([C:8]2[N:13]=[CH:12][C:11]([CH2:14][CH2:15][NH2:16])=[CH:10][CH:9]=2)[CH:7]=[CH:6][CH:5]=[CH:4][CH:3]=1. Procedure details: 9 ml of 33% hydrobromic acid in acetic acid are added dropwise to a solution, cooled to approximately 0° C., of 1.8 g (5.42 mmol) of phenylmethyl 2-(6-phenylpyrid-3-yl)ethylcarbamate, prepared in stage 1.1., in 50 ml of dichloromethane. Stirring is continued at ambient temperature for 2 hours. The mixture is concentrated under reduced pressure and the residue is taken up in dichloromethane and a saturated aqueous sodium hydrogencarbonate solution. The aqueous phase is separated and is extracted ...